This data is from the Open Reaction Database (ORD), a public repository of structured organic reaction records. The task is: describe an organic reaction: reactants, conditions, products, and yield Starting materials: [Al+3], C1CCOC1, CCOCC, CCC(C(N)=O)C(c1ccccc1)c1ccc2c(cnn2-c2ccc(F)cc2)c1, [H-], [H-], [H-], [H-], [Li+]. Product: CCC(CN)C(c1ccccc1)c1ccc2c(cnn2-c2ccc(F)cc2)c1. RXN SMILES: [Al+3:31].[CH2:41]1[O:42][CH2:43][CH2:44][CH2:45]1.[CH3:36][CH2:37][O:38][CH2:39][CH3:40].[F:1][c:2]1[cH:3][cH:4][c:5](-[n:8]2[n:9][cH:10][c:11]3[cH:12][c:13]([CH:17]([CH:18]([C:19](=[O:20])[NH2:21])[CH2:22][CH3:23])[c:24]4[cH:25][cH:26][cH:27][cH:28][cH:29]4)[cH:14][cH:15][c:16]23)[cH:6][cH:7]1.[H-:30].[H-:33].[H-:34].[H-:35].[Li+:32]>>[F:1][c:2]1[cH:3][cH:4][c:5](-[n:8]2[n:9][cH:10][c:11]3[cH:12][c:13]([CH:17]([CH:18]([CH2:19][NH2:21])[CH2:22][CH3:23])[c:24]4[cH:25][cH:26][cH:27][cH:28][cH:29]4)[cH:14][cH:15][c:16]23)[cH:6][cH:7]1. Reactants: C(C)(=O)SCC=1[C@]2(C)[C@@H](CC1)C1=CC=C3C[C@H](C[C@@H]([C@]3(C)[C@H]1CC2)O[Si](C)(C)C(C)(C)C)O[Si](C)(C)C(C)(C)C (17-acetylthiomethyl-1α,3β-bis(tert-butyldimethylsilyloxy)androsta-5,7,16-triene), BrCCCC(CC)(O[Si](CC)(CC)CC)CC (1-bromo-4-ethyl-4-(triethylsilyloxy)hexane), CO.[OH-].[K+] (potassium hydroxide methanol). Solvent: O1CCCC1 (tetrahydrofuran). Reaction conditions: time 5 minute. Product: [Si](C)(C)(C(C)(C)C)O[C@H]1C[C@@H](CC2=CC=C3[C@@H]4CC=C([C@@]4(C)CC[C@@H]3[C@@]12C)CSCCCC(CC)(O[Si](CC)(CC)CC)CC)O[Si](C)(C)C(C)(C)C (1α,3β-bis(tert-butyldimethylsilyloxy)-17-{4-ethyl-4-(triethylsilyloxy)hexylthiomethyl}androsta-5,7,16-triene). Yield: 91.3%. Reaction SMILES: C([S:4][CH2:5][C:6]1[C@:7]2([CH2:24][CH2:23][C@H:22]3[C:12](=[CH:13][CH:14]=[C:15]4[C@:20]3([CH3:21])[C@@H:19]([O:25][Si:26]([C:29]([CH3:32])([CH3:31])[CH3:30])([CH3:28])[CH3:27])[CH2:18][C@H:17]([O:33][Si:34]([C:37]([CH3:40])([CH3:39])[CH3:38])([CH3:36])[CH3:35])[CH2:16]4)[C@@H:9]2[CH2:10][CH:11]=1)[CH3:8])(=O)C.Br[CH2:42][CH2:43][CH2:44][C:45]([CH2:56][CH3:57])([O:48][Si:49]([CH2:54][CH3:55])([CH2:52][CH3:53])[CH2:50][CH3:51])[CH2:46][CH3:47].CO.[OH-].[K+]>O1CCCC1>[Si:26]([O:25][C@@H:19]1[C@@:20]2([CH3:21])[C:15](=[CH:14][CH:13]=[C:12]3[C@@H:22]2[CH2:23][CH2:24][C@@:7]2([CH3:8])[C@H:9]3[CH2:10][CH:11]=[C:6]2[CH2:5][S:4][CH2:42][CH2:43][CH2:44][C:45]([CH2:56][CH3:57])([O:48][Si:49]([CH2:54][CH3:55])([CH2:52][CH3:53])[CH2:50][CH3:51])[CH2:46][CH3:47])[CH2:16][C@@H:17]([O:33][Si:34]([C:37]([CH3:40])([CH3:39])[CH3:38])([CH3:35])[CH3:36])[CH2:18]1)([C:29]([CH3:32])([CH3:31])[CH3:30])([CH3:28])[CH3:27] |f:2.3.4|. Procedure details: To a solution of 17-acetylthiomethyl-1α,3β-bis(tert-butyldimethylsilyloxy)androsta-5,7,16-triene (274 mg, 0.454 mmol) and 1-bromo-4-ethyl-4-(triethylsilyloxy)hexane (294 mg, 0.909 mmol) in tetrahydrofuran (2 ml), was added a 1M potassium hydroxide methanol solution (3 ml) under a nitrogen atmosphere, followed by stirring at room temperature for 5 min. The thus obtained reaction mixture was partitioned by adding ethyl acetate and water. The organic layer was washed with saturated brine, dried ove... Reactants: C(C1=CC=CC=C1)OC(=O)N(CCCC(=O)OC(C)(C)C)CCOCC (tert-butyl 4-[(benzyloxycarbonyl)(2-ethoxyethyl)amino]butyrate). The reagents and catalysts are [Pd] (palladium/carbon). Run in CO (methanol). Conditions: time 3 hour. The product is C(C)OCCNCCCC(=O)OC(C)(C)C (tert-butyl 4-[(2-ethoxyethyl)amino]butyrate). The yield is 99.9%. Reaction SMILES: C(OC([N:11]([CH2:22][CH2:23][O:24][CH2:25][CH3:26])[CH2:12][CH2:13][CH2:14][C:15]([O:17][C:18]([CH3:21])([CH3:20])[CH3:19])=[O:16])=O)C1C=CC=CC=1>CO.[Pd]>[CH2:25]([O:24][CH2:23][CH2:22][NH:11][CH2:12][CH2:13][CH2:14][C:15]([O:17][C:18]([CH3:19])([CH3:21])[CH3:20])=[O:16])[CH3:26]. Procedure: In methanol (87 ml) was dissolved tert-butyl 4-[(benzyloxycarbonyl)(2-ethoxyethyl)amino]butyrate (8.7 g). To the solution was added 10% palladium/carbon (0.87 g), and the mixture was stirred for 3 hours under hydrogen atmosphere. 10% palladium/carbon was removed by filtration with Celite, and the solvent of the resulting solution was removed under reduced pressure to give tert-butyl 4-[(2-ethoxyethyl)amino]butyrate (5.5 g). Starting materials: BrC=1C(=C(C2=C(C(C(O2)(C)C)=O)C1C)C)C (5-bromo-2,2,4,6,7-pentamethyl-1-benzofuran-3(2H)-one), N1(CCNCCC1)C(=O)OC(C)(C)C (tert-butyl 1,4-diazepane-1-carboxylate), C=1C=CC(=CC1)P(C=2C=CC=CC2)C3=CC=C4C=CC=CC4=C3C5=C6C=CC=CC6=CC=C5P(C=7C=CC=CC7)C=8C=CC=CC8 (BINAP), CC(C)([O-])C.[Na+] (sodium tert-butoxide). The reagents and catalysts are C(C)(=O)[O-].[Pd+2].C(C)(=O)[O-] (palladium acetate). Run in O (water), C1(=CC=CC=C1)C (toluene). Yields the product CC1(OC2=C(C1=O)C(=C(C(=C2C)C)N2CCN(CCC2)C(=O)OC(C)(C)C)C)C (tert-butyl 4-(2,2,4,6,7-pentamethyl-3-oxo-2,3-dihydro-1-benzofuran-5-yl)-1,4-diazepane-1-carboxylate). Isolated yield 13.5%. As a reaction SMILES: [N:1]1([C:8]([O:10][C:11]([CH3:14])([CH3:13])[CH3:12])=[O:9])[CH2:7][CH2:6][CH2:5][NH:4][CH2:3][CH2:2]1.C1C=CC(P(C2C(C3C(P(C4C=CC=CC=4)C4C=CC=CC=4)=CC=C4C=3C=CC=C4)=C3C(C=CC=C3)=CC=2)C2C=CC=CC=2)=CC=1.CC(C)([O-])C.[Na+].Br[C:68]1[C:69]([CH3:82])=[C:70]([CH3:81])[C:71]2[O:75][C:74]([CH3:77])([CH3:76])[C:73](=[O:78])[C:72]=2[C:79]=1[CH3:80]>O.C([O-])(=O)C.[Pd+2].C([O-])(=O)C.C1(C)C=CC=CC=1>[CH3:76][C:74]1([CH3:77])[C:73](=[O:78])[C:72]2[C:79]([CH3:80])=[C:68]([N:4]3[CH2:5][CH2:6][CH2:7][N:1]([C:8]([O:10][C:11]([CH3:14])([CH3:13])[CH3:12])=[O:9])[CH2:2][CH2:3]3)[C:69]([CH3:82])=[C:70]([CH3:81])[C:71]=2[O:75]1 |f:2.3,6.7.8|. Procedure: tert-butyl 1,4-diazepane-1-carboxylate (2.50 g, 12.5 mmol), palladium acetate (70.0 mg, 0.312 mmol), BINAP (579 mg, 0.901 mmol) and sodium tert-butoxide (1.79 g, 18.6 mmol) were added to a solution of toluene (20 mL) containing 5-bromo-2,2,4,6,7-pentamethyl-1-benzofuran-3(2H)-one (1.77 g, 6.25 mmol) synthesized in Reference Example 36, and the mixture was heated to reflux under argon atmosphere for 29 hours. After cooled to room temperature, the mixture was diluted with water and extracted using... The reactants are C(=O)([O-])[O-].[Na+].[Na+] (Na2CO3), C(=O)(N1C=NC=C1)N1C=NC=C1 (Carbonyldiimidazole), BrC=1C=C(C(=O)O)C=CN1 (2-bromoisonicotinic acid), FC(OC1=CC=C(N)C=C1)(F)F (4-(trifluoromethoxy)aniline). Run in CC#N (MeCN). Reaction conditions: time 3 hour. Product: BrC=1C=C(C(=O)NC2=CC=C(C=C2)OC(F)(F)F)C=CN1 (2-Bromo-N-(4-(trifluoromethoxy)phenyl)isonicotinamide). As a reaction SMILES: C(N1C=CN=C1)(N1C=CN=C1)=O.[Br:13][C:14]1[CH:15]=[C:16]([CH:20]=[CH:21][N:22]=1)[C:17]([OH:19])=O.[F:23][C:24]([F:34])([F:33])[O:25][C:26]1[CH:32]=[CH:31][C:29]([NH2:30])=[CH:28][CH:27]=1.C([O-])([O-])=O.[Na+].[Na+]>CC#N>[Br:13][C:14]1[CH:15]=[C:16]([CH:20]=[CH:21][N:22]=1)[C:17]([NH:30][C:29]1[CH:31]=[CH:32][C:26]([O:25][C:24]([F:23])([F:33])[F:34])=[CH:27][CH:28]=1)=[O:19] |f:3.4.5|. Procedure: Carbonyldiimidazole (2.367 g, 14.60 mmol) was added to a stirred solution of 2-bromoisonicotinic acid (2.4572 g, 12.16 mmol) in MeCN (30 mL) and the RM was stirred at RT for 3 h. 4-(trifluoromethoxy)aniline (2.467 mL, 18.25 mmol) was added and RM was stirred at RT overnight. and the mixture was treated with sat. aq. Na2CO3 (50 mL) and extracted with TBME. The combined extracts were washed with aq. HCl (pH=3), brine, dried over MgSO4 and the solvent was evaporated off under reduced pressure to a ... Reactants: C(c1c2ccccn2c(c2ccco2)n1)=O, CC1=CN=C(C=C1)N, [C-]#[N+]C1CCCCC1. Reagents/catalysts: O=C(O)C(F)(F)F (trifluoroacetic acid). Run in CC(C)O (isopropyl alcohol), CC(C)O (isopropylalcohol). Run at temperature 22 celsius, time 20 hour. Yields the product Cc1ccc2nc(c3c4ccccn4c(c4ccco4)n3)c(NC3CCCCC3)n2c1. Isolated yield 24.7%. Reaction SMILES: CC1=CC=C(N)N=C1.[C-]#[N+]C1CCCCC1.O=CC1=C2C=CC=CN2C(=N1)C1=CC=CO1>>CC1=CN2C(C=C1)=NC(=C2NC1CCCCC1)C1=C2C=CC=CN2C(=N1)C1=CC=CO1. Reactants: N1(CCNCC1)C1=CC=C(C=N1)C1=NC=CC=C1 (6′-piperazin-1-yl-[2,3′]bipyridine), FC(C1=C(C(=O)Cl)C=CC=C1)(F)F (2-trifluoromethylbenzoyl chloride). Product: N1=C(C=CC=C1)C=1C=NC(=CC1)N1CCN(CC1)C(=O)C1=C(C=CC=C1)C(F)(F)F ((4-[2,3′]bipyridinyl-6′-yl-piperazin-1-yl)-(2-trifluoromethylphenyl)methanone). The yield is 20.0%. As a reaction SMILES: [N:1]1([C:7]2[N:12]=[CH:11][C:10]([C:13]3[CH:18]=[CH:17][CH:16]=[CH:15][N:14]=3)=[CH:9][CH:8]=2)[CH2:6][CH2:5][NH:4][CH2:3][CH2:2]1.[F:19][C:20]([F:31])([F:30])[C:21]1[CH:29]=[CH:28][CH:27]=[CH:26][C:22]=1[C:23](Cl)=[O:24]>>[N:14]1[CH:15]=[CH:16][CH:17]=[CH:18][C:13]=1[C:10]1[CH:11]=[N:12][C:7]([N:1]2[CH2:6][CH2:5][N:4]([C:23]([C:22]3[CH:26]=[CH:27][CH:28]=[CH:29][C:21]=3[C:20]([F:19])([F:30])[F:31])=[O:24])[CH2:3][CH2:2]2)=[CH:8][CH:9]=1. Procedure details: Following the procedure as described in Example 5, making variations only as required to use 6′-piperazin-1-yl-[2,3′]bipyridine in place of 3-piperazin-1-yl-6-pyridin-2-ylpyridazine to react with 2-trifluoromethylbenzoyl chloride, the title compound was obtained as a white solid in 20% yield (0.102 g). 1H NMR (300 MHz, CDCl3) δ 8.75 (m, 1H), 8.62 (m, 1H), 8.19 (m, 1H), 7.73-7.67 (m, 2H), 7.63-7.58 (m, 2H), 7.53 (t, J=7.4 Hz, 7.39, 1H), 7.35 (d, J=7.4 Hz, 1H), 7.16 (m, 1H), 6.73 (d, J=8.9 Hz, 1H)... Starting materials: [Na] (sodium), C1(=CC=CC=C1)N=CC1=CC=C(C=C1)O (4-(N-phenylformimidoyl)phenol), BrC(C(=O)OCC)(C)C (ethyl 2-bromo-2-methylpropionate). Solvent: C(C)O (ethanol). The product is C1(=CC=CC=C1)N=CC1=CC=C(OC(C(=O)OCC)(C)C)C=C1 (ethyl 2-[4-(N-phenylformimidoyl)phenoxy]-2-methylpropionate). Yield: 69.4%. RXN SMILES: [Na].[C:2]1([N:8]=[CH:9][C:10]2[CH:15]=[CH:14][C:13]([OH:16])=[CH:12][CH:11]=2)[CH:7]=[CH:6][CH:5]=[CH:4][CH:3]=1.Br[C:18]([CH3:25])([CH3:24])[C:19]([O:21][CH2:22][CH3:23])=[O:20]>C(O)C>[C:2]1([N:8]=[CH:9][C:10]2[CH:11]=[CH:12][C:13]([O:16][C:18]([CH3:25])([CH3:24])[C:19]([O:21][CH2:22][CH3:23])=[O:20])=[CH:14][CH:15]=2)[CH:3]=[CH:4][CH:5]=[CH:6][CH:7]=1 |^1:0|. Reported procedure: (a) To 170 ml of absolute ethanol is added 1.48 g of sodium, and 8.4 g of 4-(N-phenylformimidoyl)phenol is added to the mixture at room temperature with stirring to prepare a solution. 12.5 g of ethyl 2-bromo-2-methylpropionate is added to the solution, and the mixture is refluxed under heating for 5 hours. After the reaction, the ethanol is distilled off. The residue is dissolved in ether and thereafter washed with 5% aqueous solution of sodium hydroxide and then with water. After drying the re...